From a dataset of the Open Reaction Database (ORD), a public repository of structured organic reaction records. describe an organic reaction: reactants, conditions, products, and yield Reactants: O=C([O-])[O-], CC(C)=O, [K+], [K+], O=Cc1cccc(-c2ccsc2)c1. The product is CC(=O)CC(O)c1cccc(-c2ccsc2)c1. Reaction SMILES: [C:14](=[O:15])([O-:16])[O-:17].[CH3:20][C:21]([CH3:22])=[O:23].[K+:18].[K+:19].[s:1]1[cH:2][c:3](-[c:6]2[cH:7][c:8]([CH:9]=[O:10])[cH:11][cH:12][cH:13]2)[cH:4][cH:5]1>>[s:1]1[cH:2][c:3](-[c:6]2[cH:7][c:8]([CH:9]([OH:10])[CH2:20][C:21]([CH3:22])=[O:23])[cH:11][cH:12][cH:13]2)[cH:4][cH:5]1. Reactants: N#CCCCBr, CCOc1ccc(-c2c(C)nc3sccn3c2=O)cc1, CCOC(C)=O, [K+], [K+], O=C([O-])[O-], CN(C)C=O. Product: Cc1nc2sccn2c(=O)c1-c1ccc(OCCCC#N)cc1. Reaction SMILES: [Br:21][CH2:22][CH2:23][CH2:24][C:25]#[N:26].[CH2:1]([CH3:2])[O:3][c:4]1[cH:5][cH:6][c:7](-[c:10]2[c:11]([CH3:20])[n:12][c:13]3[n:14]([c:15]2=[O:16])[cH:17][cH:18][s:19]3)[cH:8][cH:9]1.[CH3:38][CH2:39][O:40][C:41](=[O:42])[CH3:43].[K+:27].[K+:28].[O-:29][C:30]([O-:31])=[O:32].[O:33]=[CH:34][N:35]([CH3:36])[CH3:37]>>[CH2:1]([CH2:2][CH2:24][C:25]#[N:26])[O:3][c:4]1[cH:5][cH:6][c:7](-[c:10]2[c:11]([CH3:20])[n:12][c:13]3[n:14]([c:15]2=[O:16])[cH:17][cH:18][s:19]3)[cH:8][cH:9]1.